This data is from the Open Reaction Database (ORD), a public repository of structured organic reaction records. The task is: describe an organic reaction: reactants, conditions, products, and yield Starting materials: N1=CC=C(C2=CC=CC=C12)C(=O)O (4-quinolinecarboxylic acid), S(=O)(Cl)Cl (thionyl chloride). Reaction conditions: time 1 hour. The product is N1=CC=C(C2=CC=CC=C12)C(=O)Cl (Quinoline-4-carbonyl chloride). Reaction SMILES: [N:1]1[C:10]2[C:5](=[CH:6][CH:7]=[CH:8][CH:9]=2)[C:4]([C:11]([OH:13])=O)=[CH:3][CH:2]=1.S(Cl)([Cl:16])=O>>[N:1]1[C:10]2[C:5](=[CH:6][CH:7]=[CH:8][CH:9]=2)[C:4]([C:11]([Cl:16])=[O:13])=[CH:3][CH:2]=1. Reported procedure: A solution of 4-quinolinecarboxylic acid (Aldrich, 0.25 g, 1.4 mmol) in 5 mL of thionyl chloride was warmed to reflux and allowed to stir for 1 hour. The mixture was then cooled to ambient temperature and concentrated under reduced pressure. This material was dissolved in 10 mL toluene and concentrated under reduced pressure (3×) to afford the title compound. Reactants: C(C)OC(=O)[C@]1([C@H](C1)C=C)NC(=O)OC(C)(C)C ((1S,2R) N-Boc-1-amino-2-vinylcyclopropane carboxylic acid ethyl ester), Cl.O1CCOCC1 (HCl dioxane). Reaction conditions: time 2 hour. Product: Cl.C(C)OC(=O)[C@]1([C@H](C1)C=C)N ((1S,2R) 1-amino-2-vinylcyclopropane carboxylic acid ethyl ester hydrochloride). Reaction SMILES: [CH2:1]([O:3][C:4]([C@:6]1([NH:11]C(OC(C)(C)C)=O)[CH2:8][C@@H:7]1[CH:9]=[CH2:10])=[O:5])[CH3:2].[ClH:19].O1CCOCC1>>[ClH:19].[CH2:1]([O:3][C:4]([C@:6]1([NH2:11])[CH2:8][C@@H:7]1[CH:9]=[CH2:10])=[O:5])[CH3:2] |f:1.2,3.4|. Reported procedure: The product of Step 2 (9.39 g, 36.8 mmol) was dissolved in 4N HCl/dioxane (90 mL, 360 mmol) and was stirred for 2 hours at room temperature. The reaction mixture was concentrated to provide (1R,2S)/(1S,2R) 1-amino-2-vinylcyclopropane carboxylic acid ethyl ester hydrochloride in quanitative yield (7 g, 100%). 1H NMR (methanol-d4) δ 1.32 (t, J=7.1, 3H), 1.72 (dd, J=10.2, 6.6 Hz, 1H), 1.81 (dd, J=8.3, 6.6 Hz, 1H), 2.38 (q, J=8.3 Hz, 1H), 4.26-4.34 (m, 2H), 5.24 (dd, 10.3, 1.3 Hz, 1H) 5.40 (d, J=17....